From a dataset of the Open Reaction Database (ORD), a public repository of structured organic reaction records. describe an organic reaction: reactants, conditions, products, and yield Reactants: N1CCC(CC1)OC=1SC2=C(N1)C=CC(=C2)C=2CCN(CC2)S(=O)(=O)CCC (2-(Piperidin-4-yloxy)-6-(1-(propylsulfonyl)-1,2,3,6-tetrahydropyridin-4-yl)benzo[d]thiazole), C(OCCOC)(=O)Cl (2-methoxyethyl carbonochloridate). Product: C(CC)S(=O)(=O)N1CCC(=CC1)C1=CC2=C(N=C(S2)OC2CCN(CC2)C(=O)OCCOC)C=C1 (2-Methoxyethyl 4-(6-(1-(propylsulfonyl)-1,2,3,6-tetrahydropyridin-4-yl)benzo[d]thiazol-2-yloxy)piperidine-1-carboxylate). As a reaction SMILES: [NH:1]1[CH2:6][CH2:5][CH:4]([O:7][C:8]2[S:9][C:10]3[CH:16]=[C:15]([C:17]4[CH2:18][CH2:19][N:20]([S:23]([CH2:26][CH2:27][CH3:28])(=[O:25])=[O:24])[CH2:21][CH:22]=4)[CH:14]=[CH:13][C:11]=3[N:12]=2)[CH2:3][CH2:2]1.[C:29](Cl)(=[O:35])[O:30][CH2:31][CH2:32][O:33][CH3:34]>>[CH2:26]([S:23]([N:20]1[CH2:19][CH:18]=[C:17]([C:15]2[CH:14]=[CH:13][C:11]3[N:12]=[C:8]([O:7][CH:4]4[CH2:3][CH2:2][N:1]([C:29]([O:30][CH2:31][CH2:32][O:33][CH3:34])=[O:35])[CH2:6][CH2:5]4)[S:9][C:10]=3[CH:16]=2)[CH2:22][CH2:21]1)(=[O:25])=[O:24])[CH2:27][CH3:28]. Reported procedure: Example 25 was prepared from Compound 15A and 2-methoxyethyl carbonochloridate in a similar manner to the procedure described in Example 15. 1H NMR (599 MHz, DMSO-d6) δ ppm 8.22 (s, 1H), 7.88 (s, 1H), 7.58 (d, J=8.2 Hz, 1H), 7.46 (d, J=8.8 Hz, 1H), 6.19 (br. s., 1H), 5.28-5.39 (m, 2H), 4.05-4.19 (m, 2H), 3.92 (br. s., 2H), 3.65-3.77 (m, 2H), 3.49-3.58 (m, 2H), 3.45 (t, J=5.6 Hz, 2H), 2.96-3.11 (m, 2H), 2.60 (br. s., 2H), 2.08 (d, J=8.8 Hz, 3H), 1.63-1.84 (m, 6H), 1.00 (t, J=7.3 Hz, 3H). LC/MS (m... Reactants: N12C(CC(CC1)CC2)O (quinuclidinol), C1(=CC=C(C=C1)S(=O)(=O)OC)C (methyl p-toluenesulfonate), CC(=O)C (acetone). The product is C1(=CC=C(C=C1)S(=O)(=O)[O-])C.C[N+]12CC(C(CC1)CC2)O (1-Methyl-3-hydroxy-1-azoniabicyclo[2,2,2]octane p-toluenesulfonate). RXN SMILES: [N:1]12[CH2:8]CC([CH2:5][CH2:6]1)[CH2:3][CH:2]2O.[C:10]1([CH3:21])[CH:15]=[CH:14][C:13]([S:16]([O:19]C)(=[O:18])=[O:17])=[CH:12][CH:11]=1.[CH3:22][C:23]([CH3:25])=[O:24]>>[C:10]1([CH3:21])[CH:11]=[CH:12][C:13]([S:16]([O-:19])(=[O:17])=[O:18])=[CH:14][CH:15]=1.[CH3:8][N+:1]12[CH2:6][CH2:5][CH:25]([CH2:3][CH2:2]1)[CH:23]([OH:24])[CH2:22]2 |f:3.4|. Procedure details: In 10 ml of acetone was dissolved 1.27 g of quinuclidinol, and 1.86 g of methyl p-toluenesulfonate was added dropwise to the resulting solution. The mixture was stirred at room temperature, heated under reflux, and cooled to precipitate crystals. The crystals were collected by filtration and dried to give 2.81 g of the desired product. The reactants are FC(C(=O)O)(F)F.NC1=NC(=NC=C1C(=O)C1=C(C=CC(=C1)F)OC)NC1CCNCC1 ([4-amino-2-(piperidin-4-ylamino)-pyrimidin-5-yl]-(5-fluoro-2-methoxy-phenyl)-methanone trifluoroacetic acid salt), C(C)(=O)Cl (acetyl chloride). The product is NC1=C(C=CC(=N1)NC1CCN(CC1)C(C)=O)C(C1=C(C=CC(=C1)F)OC)=O (1-{4-[6-Amino-5-(5-fluoro-2-methoxy-benzoyl)-pyridin-2-ylamino]-piperidin-1-yl}-ethanone). As a reaction SMILES: F[C:2](F)(F)[C:3]([OH:5])=O.[NH2:8][C:9]1[C:14]([C:15]([C:17]2[CH:22]=[C:21]([F:23])[CH:20]=[CH:19][C:18]=2[O:24][CH3:25])=[O:16])=[CH:13]N=[C:11]([NH:26][CH:27]2[CH2:32][CH2:31][NH:30][CH2:29][CH2:28]2)[N:10]=1.[C:33](Cl)(=O)C>>[NH2:8][C:9]1[N:10]=[C:11]([NH:26][CH:27]2[CH2:32][CH2:31][N:30]([C:3](=[O:5])[CH3:2])[CH2:29][CH2:28]2)[CH:33]=[CH:13][C:14]=1[C:15](=[O:16])[C:17]1[CH:22]=[C:21]([F:23])[CH:20]=[CH:19][C:18]=1[O:24][CH3:25] |f:0.1|. Procedure details: The title compound was prepared from [4-amino-2-(piperidin-4-ylamino)-pyrimidin-5-yl]-(5-fluoro-2-methoxy-phenyl)-methanone trifluoroacetic acid salt (Example 22) and acetyl chloride (Aldrich 98.5%) using the procedure described in Example 24. HRMS, observed: 387.1833, Calcd for (M+H)+: 387.1827. Reactants: ClC1=NC=CC(=C1)Cl (2,4-dichloropyridine), C(C)(C)[N-]C(C)C.[Li+] (lithium diisopropylamide), C(C)(=O)O (acetic acid), C(=O)N1CCCCC1 (1-formylpiperidine). Run in C1CCOC1 (THF). Reaction conditions: temperature -78 celsius, time 1 hour. The product is ClC1=NC=CC(=C1C=O)Cl (2,4-dichloropyridine-3-carbaldehyde). The yield is 58.9%. RXN SMILES: [Cl:1][C:2]1[CH:7]=[C:6]([Cl:8])[CH:5]=[CH:4][N:3]=1.C([N-]C(C)C)(C)C.[Li+].[CH:17](N1CCCCC1)=[O:18].C(O)(=O)C>C1COCC1>[Cl:1][C:2]1[C:7]([CH:17]=[O:18])=[C:6]([Cl:8])[CH:5]=[CH:4][N:3]=1 |f:1.2|. Reported procedure: To a solution of 2,4-dichloropyridine (10 g) in THF (100 mL) was added dropwise lithium diisopropylamide solution (2M, 37 mL) at −78° C. The reaction mixture was stirred at −78° C. for 1 hr. To the reaction mixture was added dropwise 1-formylpiperidine (7.7 g) at −78° C. The reaction mixture was stirred at −78° C. for 2 hr. The reaction mixture was added to 10% aqueous acetic acid solution, and the mixture was extracted with ethyl acetate. The organic layer was washed with saturated aqueous sodi... The reactants are NC1=C(C=CC=C1)S(=O)(=O)NCCC=1NC=CN1 (2-amino-N-[2-(1H-imidazol-2-yl)-ethyl] benzene sulfonamide), resultant residue, C(C(=O)O)(=O)O (oxalic acid), C(C)(C)(C)C=1C=C(C(=O)Cl)C=CC1 (meta-t-butylbenzoyl chloride), resultant residue. Run in CO (methanol), C(C)(=O)OCC (ethyl acetate), CO (methanol). Yields the product C(C(=O)O)(=O)O.N1C(=NC=C1)CCNS(=O)(=O)C1=C(C=CC=C1)NC(C1=CC(=CC=C1)C(C)(C)C)=O (N-[2-[[[2-(1H-Imidazol-2-yl)ethyl]amino]sulfonyl]phenyl]-3-(1,1-dimethylethyl)benzamide oxalate). Yield: 84.2%. Reaction SMILES: [NH2:1][C:2]1[CH:7]=[CH:6][CH:5]=[CH:4][C:3]=1[S:8]([NH:11][CH2:12][CH2:13][C:14]1[NH:15][CH:16]=[CH:17][N:18]=1)(=[O:10])=[O:9].[C:19]([C:23]1[CH:24]=[C:25]([CH:29]=[CH:30][CH:31]=1)[C:26](Cl)=[O:27])([CH3:22])([CH3:21])[CH3:20].[C:32]([OH:37])(=[O:36])[C:33]([OH:35])=[O:34]>CO.C(OCC)(=O)C>[C:32]([OH:37])(=[O:36])[C:33]([OH:35])=[O:34].[NH:18]1[CH:17]=[CH:16][N:15]=[C:14]1[CH2:13][CH2:12][NH:11][S:8]([C:3]1[CH:4]=[CH:5][CH:6]=[CH:7][C:2]=1[NH:1][C:26](=[O:27])[C:25]1[CH:29]=[CH:30][CH:31]=[C:23]([C:19]([CH3:21])([CH3:20])[CH3:22])[CH:24]=1)(=[O:10])=[O:9] |f:5.6|. Procedure details: The titled compound was prepared substantially in accordance with the method detailed in Example 1C using 2.80 g (0.0107 mol) of 2-amino-N-[2-(1H-imidazol-2-yl)-ethyl] benzene sulfonamide and 4.20 g (0.0213 mol) of meta-t-butylbenzoyl chloride with the exception that, after reducing the reaction solution to dryness under reduced pressure the resultant residue was dissolved in methanol. The resulting solution was heated to reflux for approximately one hour and then reduced to dryness under reduce... The reactants are O=C1C2CC3=C(CC1CC2)C=CC=C3 (11-oxo-5,6,7,8,9,10-hexahydro-6,9-methanobenzocyclooctene), BrCC=1C=C(C(=O)OC)C=CC1CBr (methyl 3,4-bis(bromomethyl)benzoate). Product: O=C1C2CC3=C(CC1CC2)C=C(C=C3)C(=O)OC (Methyl 11-Oxo-5,6,7,8,9,10-hexahydro-6,9-methanobenzocyclooctene-2-carboxylate). Reaction SMILES: [O:1]=[C:2]1[CH:8]2[CH2:9][CH2:10][CH:3]1[CH2:4][C:5]1[CH:14]=[CH:13][CH:12]=[CH:11][C:6]=1[CH2:7]2.BrCC1C=C(C=CC=1CBr)[C:20]([O:22][CH3:23])=[O:21]>>[O:1]=[C:2]1[CH:8]2[CH2:9][CH2:10][CH:3]1[CH2:4][C:5]1[CH:14]=[CH:13][C:12]([C:20]([O:22][CH3:23])=[O:21])=[CH:11][C:6]=1[CH2:7]2. Reported procedure: Prepared using the procedure described for 11-oxo-5,6,7,8,9,10-hexahydro-6,9-methanobenzocyclooctene (Justus Liebigs Ann. Chem. 1961, 650, 115) using methyl 3,4-bis(bromomethyl)benzoate in place of 1,2-bis(bromomethyl)benzene.